From a dataset of the Open Reaction Database (ORD), a public repository of structured organic reaction records. describe an organic reaction: reactants, conditions, products, and yield Procedure: 10.7 mmol of the compound obtained in Step E of Preparation 1 in 20 ml of anhydrous THF are placed in the presence of 1.2 eq of NaH (60% in oil) in 25 ml of anhydrous THF and of 1.2 eq of ethyl 3-(diethoxyphosphoryl)propanoate. The title compound is obtained after 3 hours' stirring at room temperature and gentle refluxing overnight. Yields the product C(C)OC(CC=CC=1C2=C(N3C1C1=CC=CC=C1C3)C=CC(=N2)OC)=O (Ethyl4-(2-methoxy-6H-pyrido[2′,3′:4,5]pyrrolo[2,1-a]isoindol-11-yl)-3-butenoate). RXN SMILES: [CH3:1][O:2][C:3]1[CH:4]=[CH:5][C:6]2[N:10]3[CH2:11][C:12]4[C:17]([C:9]3=[C:8]([CH:18]=O)[C:7]=2[N:20]=1)=[CH:16][CH:15]=[CH:14][CH:13]=4.[H-].[Na+].C(OP([CH2:31][CH2:32][C:33]([O:35][CH2:36][CH3:37])=[O:34])(OCC)=O)C>C1COCC1>[CH2:36]([O:35][C:33](=[O:34])[CH2:32][CH:31]=[CH:18][C:8]1[C:7]2[N:20]=[C:3]([O:2][CH3:1])[CH:4]=[CH:5][C:6]=2[N:10]2[CH2:11][C:12]3[C:17](=[CH:16][CH:15]=[CH:14][CH:13]=3)[C:9]=12)[CH3:37] |f:1.2|. Starting materials: [H-].[Na+] (NaH), COC=1C=CC2=C(C(=C3N2CC2=CC=CC=C32)C=O)N1 (2-Methoxy-6H-pyrido[2′,3′:4,5]pyrrolo[2,1-a]isoindole-11-carbaldehyde), C(C)OP(=O)(OCC)CCC(=O)OCC (ethyl 3-(diethoxyphosphoryl)propanoate). The solvent is C1CCOC1 (THF), C1CCOC1 (THF).